This data is from the Open Reaction Database (ORD), a public repository of structured organic reaction records. The task is: describe an organic reaction: reactants, conditions, products, and yield The reactants are Cn1c(=O)oc2ccc(O[Si](C)(C)C(C)(C)C)cc21, CCCC[N+](CCCC)(CCCC)CCCC, [F-], C1CCOC1. Yields the product Cn1c(=O)oc2ccc(O)cc21. RXN SMILES: [C:1]([Si:2]([CH3:3])([CH3:4])[O:6][c:7]1[cH:8][cH:9][c:10]2[c:11]([n:12]([CH3:16])[c:13](=[O:15])[o:14]2)[cH:17]1)([CH3:5])([CH3:18])[CH3:19].[CH2:21]([N+:22]([CH2:23][CH2:24][CH2:25][CH3:26])([CH2:27][CH2:28][CH2:29][CH3:30])[CH2:31][CH2:32][CH2:33][CH3:34])[CH2:35][CH2:36][CH3:37].[F-:20].[O:38]1[CH2:39][CH2:40][CH2:41][CH2:42]1>>[OH:6][c:7]1[cH:8][cH:9][c:10]2[c:11]([n:12]([CH3:16])[c:13](=[O:15])[o:14]2)[cH:17]1. Starting materials: CC(=O)[O-], CO, Cl, NO, [Na+], O, O=C1CCc2ccsc21. Yields the product O=C1NCCc2ccsc21. As a reaction SMILES: [C:13]([O-:14])(=[O:15])[CH3:16].[CH3:19][OH:20].[ClH:10].[NH2:11][OH:12].[Na+:17].[OH2:18].[s:1]1[c:2]2[c:3]([cH:4][cH:5]1)[CH2:6][CH2:7][C:8]2=[O:9]>>[s:1]1[c:2]2[c:3]([cH:4][cH:5]1)[CH2:6][CH2:7][NH:11][C:8]2=[O:9].